This data is from the Open Reaction Database (ORD), a public repository of structured organic reaction records. The task is: describe an organic reaction: reactants, conditions, products, and yield The reactants are O=C1CCN(CC1)C1=CC=C(C(=O)O)C=C1 (4-(4-Oxo-piperidine-1-y)-benzoic acid), NC[C@H](O)C=1C=CC(=C(C1)NS(=O)(=O)C)O (N-[5-((1R)-2-amino-1-hydroxy- ethyl)-2-hydroxy-phenyl]-methanesulfonamide). Yields the product O[C@@H](CNC1CCN(CC1)C1=CC=C(C(=O)O)C=C1)C1=CC(=C(C=C1)O)NS(=O)(=O)C (4-{4-[(2R)-2-Hydroxy-2-(4-hydroxy-3-methanesulfonylamino-phenyl)-ethylamino]-piperidine-1-yl}-benzoic acid). As a reaction SMILES: O=[C:2]1[CH2:7][CH2:6][N:5]([C:8]2[CH:16]=[CH:15][C:11]([C:12]([OH:14])=[O:13])=[CH:10][CH:9]=2)[CH2:4][CH2:3]1.[NH2:17][CH2:18][C@@H:19]([C:21]1[CH:22]=[CH:23][C:24]([OH:32])=[C:25]([NH:27][S:28]([CH3:31])(=[O:30])=[O:29])[CH:26]=1)[OH:20]>>[OH:20][C@H:19]([C:21]1[CH:22]=[CH:23][C:24]([OH:32])=[C:25]([NH:27][S:28]([CH3:31])(=[O:30])=[O:29])[CH:26]=1)[CH2:18][NH:17][CH:2]1[CH2:7][CH2:6][N:5]([C:8]2[CH:16]=[CH:15][C:11]([C:12]([OH:14])=[O:13])=[CH:10][CH:9]=2)[CH2:4][CH2:3]1. Procedure details: The title compound was prepared from 4-(4-oxo-piperidine-1-yl)-benzoic acid (which was obtained in Example 151) and N-[5-((1R)-2-amino-1-hydroxy- ethyl)-2-hydroxy-phenyl]-methanesulfonamide (which was obtained in Example 10) according to the procedure of Example 179 as a white solid; ; mp >85° C. (decomposed); 1H NMR (300 MHz, DMSO-d6) δ 1.20-1.40 (m, 2H), 1.80-1.95 (m, 2H), 2.60-3.00 (m, 5H), 2.92 (s, 3H), 3.75-3.85 (m, 2H), 4.53 (dd, J=8.3, 4.0 Hz, 1H), 6.82 (d, J=8.3 Hz, 1H), 6.92 (d, J=8.9 H... Reactants: CCN(C(C)C)C(C)C, CC(C)Cc1cc(CCC=O)n(-c2ccccc2)n1, c1ccc(N2CCNCC2)cc1. Yields the product CC(C)Cc1cc(CCCN2CCN(c3ccccc3)CC2)n(-c2ccccc2)n1. RXN SMILES: [CH:32]([N:33]([CH2:34][CH3:35])[CH:36]([CH3:37])[CH3:38])([CH3:39])[CH3:40].[c:1]1(-[n:7]2[n:8][c:9]([CH2:16][CH:17]([CH3:18])[CH3:19])[cH:10][c:11]2[CH2:12][CH2:13][CH:14]=[O:15])[cH:2][cH:3][cH:4][cH:5][cH:6]1.[c:20]1([N:26]2[CH2:27][CH2:28][NH:29][CH2:30][CH2:31]2)[cH:21][cH:22][cH:23][cH:24][cH:25]1>>[c:1]1(-[n:7]2[n:8][c:9]([CH2:16][CH:17]([CH3:18])[CH3:19])[cH:10][c:11]2[CH2:12][CH2:13][CH2:14][N:29]2[CH2:28][CH2:27][N:26]([c:20]3[cH:21][cH:22][cH:23][cH:24][cH:25]3)[CH2:31][CH2:30]2)[cH:2][cH:3][cH:4][cH:5][cH:6]1. Reactants: O (H2O), O (H2O), [B].O=O (Boron Oxygen), CaO·3B2O3. The solvent is B(O)(O)O (boric acid). Product: pentahydrate, O=[O+][O-].O.O.O.O.O.O.O.O (O3·8H2O). As a reaction SMILES: [B].[O:2]=[O:3].[OH2:4]>B(O)(O)O>[O:2]=[O+:3][O-:4].[OH2:2].[OH2:2].[OH2:2].[OH2:2].[OH2:2].[OH2:2].[OH2:2].[OH2:2] |f:0.1,4.5.6.7.8.9.10.11.12|. Procedure details: Kemp, The Chemistry of Borates, Part I, page 70 (1956), reported that an aqueous solution of boric acid kept at 40° C. for 3 weeks deposits a mixture of CaO·3B2O3 ·4H2O and 2CaO·3B2O3 ·9H2O. Kemp also reported that CaO·3B2O3 ·8H2O decomposes to form CaO·3B2O3 ·4H2O. According to Supplement to Mellor's Comprehensive Treatise on Inorganic and Theoretical Chemistry, Volume V, Part A: Boron-Oxygen Compounds, pages 550-551 (1980), CaO·3B2O3 ·4H2O occurs as a solid phase in the systems Na2O--CaO--B2O3... The reactants are BrCC1(OC2=C(C1)C(=C(C(=C2C)C)N)C)C (2-bromomethyl-2,3-dihydro-2,4,6,7-tetramethyl-5-benzofuranamine), N1CCC(C(=O)OCC)CC1 (ethyl isonipecotate). The solvent is C=1(C(=CC=CC1)C)C (xylene). Conditions: temperature 180 celsius, time 15 hour. Product: NC=1C(=C(C2=C(CC(O2)(C)CN2CCC(CC2)C(=O)OCC)C1C)C)C (Ethyl 1-[(5-amino-2,4,6,7-tetramethyl-2,3-dihydrobenzofuran-2-yl)methyl]-4-piperidinecarboxylate). Yield: 27.2%. RXN SMILES: Br[CH2:2][C:3]1([CH3:16])[CH2:7][C:6]2[C:8]([CH3:15])=[C:9]([NH2:14])[C:10]([CH3:13])=[C:11]([CH3:12])[C:5]=2[O:4]1.[NH:17]1[CH2:27][CH2:26][CH:20]([C:21]([O:23][CH2:24][CH3:25])=[O:22])[CH2:19][CH2:18]1>C1(C)C(C)=CC=CC=1>[NH2:14][C:9]1[C:10]([CH3:13])=[C:11]([CH3:12])[C:5]2[O:4][C:3]([CH2:2][N:17]3[CH2:27][CH2:26][CH:20]([C:21]([O:23][CH2:24][CH3:25])=[O:22])[CH2:19][CH2:18]3)([CH3:16])[CH2:7][C:6]=2[C:8]=1[CH3:15]. Reported procedure: In an autoclave, a mixture of 2-bromomethyl-2,3-dihydro-2,4,6,7-tetramethyl-5-benzofuranamine (8.4 g), ethyl isonipecotate (14 g), and xylene (20 mL) was stirred under nitrogen gas at 180° C. for 15 hours. The supernatant was taken from the reaction mixture and washed with water, saturated aqueous NaHCO3, and saturated aqueous NaCl, dried over MgSO4, treated with activated carbon, filtered, and concentrated under reduced pressure. The residue was purified by silica gel column chromatography (hex... As a reaction SMILES: [CH3:22][OH:23].[F:12][C:13]([F:14])([F:15])[S:16]([O:17][CH2:18][CH3:19])(=[O:20])=[O:21].[H-:1].[NH2:3][c:4]1[n:5][c:6]([NH2:11])[cH:7][c:8]([OH:10])[n:9]1.[Na+:2].[O:24]=[CH:25][N:26]([CH3:27])[CH3:28]>>[NH2:3][c:4]1[n:5][c:6]([NH2:11])[cH:7][c:8]([O:10][CH2:18][CH3:19])[n:9]1. The reactants are CO, CCOS(=O)(=O)C(F)(F)F, [H-], Nc1cc(O)nc(N)n1, [Na+], CN(C)C=O. Product: CCOc1cc(N)nc(N)n1. Starting materials: C(=O)(C(F)(F)F)O (TFA), O (water), [Si](C)(C)(C(C)(C)C)O[C@@H]([C@@H]1N([C@@H](CC1)CC1=CC=C(C=C1)C(N(CCC1=NC=CC=C1)C)=O)C(=O)OC(C)(C)C)C1=CC=CC=C1 (tert-butyl (2R,5S)-2-[(R)-{[tert-butyl(dimethyl)silyl]oxy}(phenyl)methyl]-5-(4-{methyl[2-(pyridine-2-yl)ethyl]carbamoyl}benzyl)pyrrolidine-1-carboxylate). The solvent is C(C)#N (acetonitrile). Run at time 1 hour. The product is O[C@@H]([C@H]1CC[C@H](N1)CC1=CC=C(C(=O)N(CCC2=NC=CC=C2)C)C=C1)C1=CC=CC=C1 (4-({(2S,5R)-5-[(R)-hydroxy(phenyl)methyl]pyrrolidin-2-yl}methyl)-N-methyl-N-[2-(pyridin-2-yl)ethyl)benzamide). Yield: 26.0%. As a reaction SMILES: [Si]([O:8][C@H:9]([C:41]1[CH:46]=[CH:45][CH:44]=[CH:43][CH:42]=1)[C@H:10]1[CH2:14][CH2:13][C@@H:12]([CH2:15][C:16]2[CH:21]=[CH:20][C:19]([C:22](=[O:33])[N:23]([CH3:32])[CH2:24][CH2:25][C:26]3[CH:31]=[CH:30][CH:29]=[CH:28][N:27]=3)=[CH:18][CH:17]=2)[N:11]1C(OC(C)(C)C)=O)(C(C)(C)C)(C)C.C(O)(C(F)(F)F)=O.O>C(#N)C>[OH:8][C@H:9]([C:41]1[CH:46]=[CH:45][CH:44]=[CH:43][CH:42]=1)[C@@H:10]1[NH:11][C@H:12]([CH2:15][C:16]2[CH:17]=[CH:18][C:19]([C:22]([N:23]([CH3:32])[CH2:24][CH2:25][C:26]3[CH:31]=[CH:30][CH:29]=[CH:28][N:27]=3)=[O:33])=[CH:20][CH:21]=2)[CH2:13][CH2:14]1. Reported procedure: The crude tert-butyl (2R,5S)-2-[(R)-{[tert-butyl(dimethyl)silyl]oxy}(phenyl)methyl]-5-(4-{methyl[2-(pyridine-2-yl)ethyl]carbamoyl}benzyl)pyrrolidine-1-carboxylate was dissolved in a 3:3:1 mixture of acetonitrile (1.4 mL):TFA (1.4 mL):water (0.47 mL), and the mixture was heated to 55° C. and stirred for 1 hour. The mixture was then concentrated in vacuo and purified by mass directed reverse phase HPLC using acetonitrile/water with 0.1% NH4OH buffer. Lyophilization of the desired fractions gave th...